From a dataset of the Open Reaction Database (ORD), a public repository of structured organic reaction records. describe an organic reaction: reactants, conditions, products, and yield Reactants: O=C1Nc2ccc(Cl)cc2C(C=CC2CC2)(C(F)(F)F)OC1CCBr, C1CCOC1, CCO, N#C[Se]c1ccccc1[N+](=O)[O-]. Yields the product C=CC1OC(C=CC2CC2)(C(F)(F)F)c2cc(Cl)ccc2NC1=O. RXN SMILES: [Br:13][CH2:14][CH2:15][CH:16]1[C:17](=[O:37])[NH:18][c:19]2[c:20]([cH:32][c:33]([Cl:36])[cH:34][cH:35]2)[C:21]([C:23]([F:24])([F:25])[F:26])([CH:27]=[CH:28][CH:29]2[CH2:30][CH2:31]2)[O:22]1.[CH2:38]1[O:39][CH2:40][CH2:41][CH2:42]1.[CH3:43][CH2:44][OH:45].[N+:1]([c:2]1[cH:3][cH:4][cH:5][cH:6][c:7]1[Se:8][C:9]#[N:10])([O-:11])=[O:12]>>[CH2:14]=[CH:15][CH:16]1[C:17](=[O:37])[NH:18][c:19]2[c:20]([cH:32][c:33]([Cl:36])[cH:34][cH:35]2)[C:21]([C:23]([F:24])([F:25])[F:26])([CH:27]=[CH:28][CH:29]2[CH2:30][CH2:31]2)[O:22]1. Starting materials: S1CCC(C2=C1C=CC=C2)N2CCNCCC2 (N-(3,4-dihydro-2H-benzothiopyran-4-yl)homopiperazine), O1CCCC1 (tetrahydrofuran), CO (methanol), isoamyl aldehyde, C(#N)[BH3-].[Na+] (sodium cyanoborohydride). Run in C(C)(=O)O (acetic acid). The product is CC(CCN1CCN(CCC1)C1CCSC2=C1C=CC=C2)C (1-(3-Methylbutyl)4-(3,4-dihydro-2H-benzothiopyran-4-yl)homopiperazine). Reaction SMILES: [S:1]1[C:6]2[CH:7]=[CH:8][CH:9]=[CH:10][C:5]=2[CH:4]([N:11]2[CH2:17][CH2:16][CH2:15][NH:14][CH2:13][CH2:12]2)[CH2:3][CH2:2]1.O1[CH2:22][CH2:21][CH2:20][CH2:19]1.CO.[C:25]([BH3-])#N.[Na+]>C(O)(=O)C>[CH3:19][CH:20]([CH3:25])[CH2:21][CH2:22][N:14]1[CH2:15][CH2:16][CH2:17][N:11]([CH:4]2[C:5]3[CH:10]=[CH:9][CH:8]=[CH:7][C:6]=3[S:1][CH2:2][CH2:3]2)[CH2:12][CH2:13]1 |f:3.4|. Procedure details: A dry 100 ml 3-necked flask under nitrogen was charged with N-(3,4-dihydro-2H-benzothiopyran-4-yl)homopiperazine (1.0 g; 4.03 mmol) and treated sequentially with tetrahydrofuran (20 ml), methanol (10 ml), isoamyl aldehyde (5.0 ml; 46.0 mmol), sodium cyanoborohydride, (0.40 g; 6.4 mmol) and acetic acid (0.4 ml) as in Example 3. The resulting material was purified by kugelrohr distillation to give an oil (1.09 g), bp (air bath temperature) 150°-160° C. at 200 mtorr; 1H NMR (300 MHz, CD3OD) δ0.88-0... The reactants are OCCOC1=CC=C2C3=C(NC2=C1)C(=NC=C3C3=C(C(=CC=C3)N3C=NC1=CC=CC=C1C3=O)C)C(=O)N (7-(2-hydroxyethoxy)-4-(2-methyl-3-(4-oxoquinazolin-3(4H)-yl)phenyl)-9H-pyrido[3,4-b]indole-1-carboxamide), CC(=O)OI1(C=2C=CC=CC2C(=O)O1)(OC(=O)C)OC(=O)C (Dess-Martin periodinane), C(=O)(O)[O-].[Na+] (NaHCO3), O (water). Run in ClCCl (dichloromethane), O1CCCC1 (tetrahydrofuran). Reaction conditions: time 16 hour. Product: CC1=C(C=CC=C1N1C=NC2=CC=CC=C2C1=O)C1=CN=C(C=2NC3=CC(=CC=C3C21)OCC=O)C(=O)N (4-(2-Methyl-3-(4-oxoquinazolin-3(4H)-yl)phenyl)-7-(2-oxoethoxy)-9H-pyrido[3,4-b]indole-1-carboxamide). Yield: 117.6%. Reaction SMILES: [OH:1][CH2:2][CH2:3][O:4][C:5]1[CH:13]=[C:12]2[C:8]([C:9]3[C:17]([C:18]4[CH:23]=[CH:22][CH:21]=[C:20]([N:24]5[C:33](=[O:34])[C:32]6[C:27](=[CH:28][CH:29]=[CH:30][CH:31]=6)[N:26]=[CH:25]5)[C:19]=4[CH3:35])=[CH:16][N:15]=[C:14]([C:36]([NH2:38])=[O:37])[C:10]=3[NH:11]2)=[CH:7][CH:6]=1.CC(OI1(OC(C)=O)(OC(C)=O)OC(=O)C2C=CC=CC1=2)=O.C([O-])(O)=O.[Na+].O>ClCCl.O1CCCC1>[CH3:35][C:19]1[C:20]([N:24]2[C:33](=[O:34])[C:32]3[C:27](=[CH:28][CH:29]=[CH:30][CH:31]=3)[N:26]=[CH:25]2)=[CH:21][CH:22]=[CH:23][C:18]=1[C:17]1[C:9]2[C:8]3[C:12](=[CH:13][C:5]([O:4][CH2:3][CH:2]=[O:1])=[CH:6][CH:7]=3)[NH:11][C:10]=2[C:14]([C:36]([NH2:38])=[O:37])=[N:15][CH:16]=1 |f:2.3|. Procedure: To a solution of 7-(2-hydroxyethoxy)-4-(2-methyl-3-(4-oxoquinazolin-3(4H)-yl)phenyl)-9H-pyrido[3,4-b]indole-1-carboxamide (152 mg, 0.301 mmol) in dichloromethane (10 mL) and tetrahydrofuran (10.00 mL) at room temperature was added Dess-Martin periodinane (191 mg, 0.451 mmol) in one portion. The mixture was stirred at room temperature for 16 hr. To the mixture was added saturated NaHCO3 solution (10 mL) and water (10 mL). The mixture was stirred at room temperature for 20 min and extracted with e... Starting materials: C(C)OC(CN1N=NC(=C1)C1=CC=C(C=C1)C(C\C(\C1=CC(=NC=C1)C)=N/O)C1=C(C=CC=C1)C)=O ((4-{4-[(−)-3-[(E)-hydroxyimino]-3-(2-methyl-pyridin-4-yl)-1-o-tolyl-propyl]-phenyl}-[1,2,3]triazol-1-yl)-acetic acid ethyl ester), Cl (hydrochloric acid), [OH-].[Li+] (lithium hydroxide). Run in O1CCOCC1 (dioxane), O (water). Reaction conditions: temperature 120 celsius. Yields the product O\N=C(/CC(C1=C(C=CC=C1)C)C1=CC=C(C=C1)C=1N=NN(C1)CC(=O)O)\C1=CC(=NC=C1)C ((4-{4-[(−)-3-[(E)-Hydroxyimino]-3-(2-methyl-pyridin-4-yl)-1-o-tolyl-propyl]-phenyl}-[1,2,3]triazol-1-yl)-acetic acid). RXN SMILES: C([O:3][C:4](=[O:36])[CH2:5][N:6]1[CH:10]=[C:9]([C:11]2[CH:16]=[CH:15][C:14]([CH:17]([C:29]3[CH:34]=[CH:33][CH:32]=[CH:31][C:30]=3[CH3:35])[CH2:18]/[C:19](=[N:27]\[OH:28])/[C:20]3[CH:25]=[CH:24][N:23]=[C:22]([CH3:26])[CH:21]=3)=[CH:13][CH:12]=2)[N:8]=[N:7]1)C.[OH-].[Li+].Cl>O1CCOCC1.O>[OH:28]/[N:27]=[C:19](/[C:20]1[CH:25]=[CH:24][N:23]=[C:22]([CH3:26])[CH:21]=1)\[CH2:18][CH:17]([C:14]1[CH:15]=[CH:16][C:11]([C:9]2[N:8]=[N:7][N:6]([CH2:5][C:4]([OH:36])=[O:3])[CH:10]=2)=[CH:12][CH:13]=1)[C:29]1[CH:34]=[CH:33][CH:32]=[CH:31][C:30]=1[CH3:35] |f:1.2|. Procedure details: To a solution of (4-{4-[(−)-3-[(E)-hydroxyimino]-3-(2-methyl-pyridin-4-yl)-1-o-tolyl-propyl]-phenyl}-[1,2,3]triazol-1-yl)-acetic acid ethyl ester (35 mg) in a mixture of dioxane (1 mL) and water (1 mL) was added lithium hydroxide (14 mg) and the reaction mixture heated by microwave irradiation to 120° C. for 20 min. The solution was adjusted to approximately pH 3 by using 1 M aqueous hydrochloric acid and then extracted over a sat. solution of brine (50 mL) with ethyl acetate (3×50 mL). The comb...